Dataset: the Open Reaction Database (ORD), a public repository of structured organic reaction records. Task: describe an organic reaction: reactants, conditions, products, and yield Reactants: Cn1ccc(N)n1, ClCCl, CC1(C)Cc2c(Oc3cc(F)cc(F)c3)cc(C(=O)O)cc2O1, On1nnc2ccccc21. Yields the product Cn1ccc(NC(=O)c2cc(Oc3cc(F)cc(F)c3)c3c(c2)OC(C)(C)C3)n1. Reaction SMILES: [CH3:34][n:35]1[n:36][c:37]([NH2:40])[cH:38][cH:39]1.[Cl:41][CH2:42][Cl:43].[F:1][c:2]1[cH:3][c:4]([O:5][c:6]2[cH:7][c:8]([C:17](=[O:18])[OH:19])[cH:9][c:10]3[c:11]2[CH2:12][C:13]([CH3:15])([CH3:16])[O:14]3)[cH:20][c:21]([F:23])[cH:22]1.[OH:24][n:25]1[c:26]2[c:27]([cH:28][cH:29][cH:30][cH:31]2)[n:32][n:33]1>>[F:1][c:2]1[cH:3][c:4]([O:5][c:6]2[cH:7][c:8]([C:17](=[O:19])[NH:40][c:37]3[n:36][n:35]([CH3:34])[cH:39][cH:38]3)[cH:9][c:10]3[c:11]2[CH2:12][C:13]([CH3:15])([CH3:16])[O:14]3)[cH:20][c:21]([F:23])[cH:22]1.